Dataset: the Open Reaction Database (ORD), a public repository of structured organic reaction records. Task: describe an organic reaction: reactants, conditions, products, and yield The reactants are BrC1=CC=C(C2=NSN=C21)C=NO (7-bromo-benzo[1,2,5]thiadiazole-4-carbaldehyde oxime), ClN1C(CCC1=O)=O (N-chlorosuccinimide), O (Water). The solvent is CN(C=O)C (N,N-dimethylformamide). Run at time 16 hour. Yields the product BrC1=CC=C(C2=NSN=C21)C(=NO)Cl (7-bromo-N-hydroxybenzo[1,2,5]thiadiazole-4-carbimidoyl chloride). The yield is 83.6%. RXN SMILES: [Br:1][C:2]1[C:10]2[C:6](=[N:7][S:8][N:9]=2)[C:5]([CH:11]=[N:12][OH:13])=[CH:4][CH:3]=1.[Cl:14]N1C(=O)CCC1=O.O>CN(C)C=O>[Br:1][C:2]1[C:10]2[C:6](=[N:7][S:8][N:9]=2)[C:5]([C:11]([Cl:14])=[N:12][OH:13])=[CH:4][CH:3]=1. Reported procedure: To a solution of 7-bromo-benzo[1,2,5]thiadiazole-4-carbaldehyde oxime (16.65 g) (Example I4) in N,N-dimethylformamide (150 ml) was added N-chlorosuccinimide (“NCS”) (10.34 g). The reaction mixture stirred at ambient temperature for 16 hours. Water (750 ml) was added to the reaction mixture and the resulting solid was isolated by filtration to obtain 7-bromo-N-hydroxybenzo[1,2,5]thiadiazole-4-carbimidoyl chloride (15.77 g) as a yellow solid which was used without further purification. Reactants: COc1ccc(OC)c(CCc2ccc3nc[nH]c(=O)c3c2)c1, ClP(Cl)(Cl)(Cl)Cl, O=P(Cl)(Cl)Cl. The product is COc1ccc(OC)c(CCc2ccc3ncnc(Cl)c3c2)c1. Reaction SMILES: [CH3:1][O:2][c:3]1[c:4]([CH2:11][CH2:12][c:13]2[cH:14][c:15]3[c:16](=[O:23])[nH:17][cH:18][n:19][c:20]3[cH:21][cH:22]2)[cH:5][c:6]([O:9][CH3:10])[cH:7][cH:8]1.[Cl:29][P:30]([Cl:31])([Cl:32])([Cl:33])[Cl:34].[P:24]([Cl:25])([Cl:26])([Cl:27])=[O:28]>>[CH3:1][O:2][c:3]1[c:4]([CH2:11][CH2:12][c:13]2[cH:14][c:15]3[c:16]([Cl:26])[n:17][cH:18][n:19][c:20]3[cH:21][cH:22]2)[cH:5][c:6]([O:9][CH3:10])[cH:7][cH:8]1. The reactants are Cl (HCl), FC=1C=C(C=CC1)C1=C(N=C(C2=CC=CC=C12)C)C(=O)OC (methyl 4-(3-fluorophenyl)-1-methylisoquinoline-3-carboxylate), [OH-].[Li+] (lithium hydroxide), O (water). Run in O1CCCC1 (tetrahydrofuran). Run at time 3 hour. Product: FC=1C=C(C=CC1)C1=C(N=C(C2=CC=CC=C12)C)C(=O)O (4-(3-Fluorophenyl)-1-methylisoquinoline-3-carboxylic acid). As a reaction SMILES: [F:1][C:2]1[CH:3]=[C:4]([C:8]2[C:17]3[C:12](=[CH:13][CH:14]=[CH:15][CH:16]=3)[C:11]([CH3:18])=[N:10][C:9]=2[C:19]([O:21]C)=[O:20])[CH:5]=[CH:6][CH:7]=1.[OH-].[Li+].O.Cl>O1CCCC1>[F:1][C:2]1[CH:3]=[C:4]([C:8]2[C:17]3[C:12](=[CH:13][CH:14]=[CH:15][CH:16]=3)[C:11]([CH3:18])=[N:10][C:9]=2[C:19]([OH:21])=[O:20])[CH:5]=[CH:6][CH:7]=1 |f:1.2|. Procedure: A mixture of methyl 4-(3-fluorophenyl)-1-methylisoquinoline-3-carboxylate (0.423 g, 1.43 mmol) and 3.0 M lithium hydroxide in water (2.39 mL, 7.16 mmol) in tetrahydrofuran (2.4 mL) was stirred at room temperature for 3 hours. After neutralized with 1 N HCl, the resulting mixture was extracted with ethyl acetate. The combined organic layers were washed with brine, dried over magnesium sulfate and evaporated to dryness under reduced pressure. The resulting crude acid was used directly in the next ...